From a dataset of the Open Reaction Database (ORD), a public repository of structured organic reaction records. describe an organic reaction: reactants, conditions, products, and yield Reactants: Cl (hydrochloric acid), BrC=1C(=C(C2=C(C(C(O2)(C)C)C2=CC=C(C=C2)C)C1C)C)C (5-bromo-2,2,4,6,7-pentamethyl-3-(4-methylphenyl)-2,3-dihydro-1-benzofuran), C1(=CC=CC=C1)[C@@H](C)N ((R)-(+)-1-phenylethylamine), [Na] (sodium). The reagents and catalysts are C(C)(=O)[O-].[Pd+2].C(C)(=O)[O-] (palladium acetate). The solvent is C1(=CC=CC=C1)C (toluene). Reaction conditions: temperature 107 celsius, time 7 hour. The product is C1(=CC=CC=C1)[C@@H](C)NC=1C(=C(C2=C(C(C(O2)(C)C)C2=CC=C(C=C2)C)C1C)C)C (N—((R)-(+)-1-phenylethyl)-2,2,4,6,7-pentamethyl-3-(4-methylphenyl)-2,3-dihydro-1-benzofuran-5-amine). Yield: 95.3%. RXN SMILES: Br[C:2]1[C:3]([CH3:22])=[C:4]([CH3:21])[C:5]2[O:9][C:8]([CH3:11])([CH3:10])[CH:7]([C:12]3[CH:17]=[CH:16][C:15]([CH3:18])=[CH:14][CH:13]=3)[C:6]=2[C:19]=1[CH3:20].[C:23]1([C@H:29]([NH2:31])[CH3:30])[CH:28]=[CH:27][CH:26]=[CH:25][CH:24]=1.[Na].Cl>C([O-])(=O)C.[Pd+2].C([O-])(=O)C.C1(C)C=CC=CC=1>[C:23]1([C@H:29]([NH:31][C:2]2[C:3]([CH3:22])=[C:4]([CH3:21])[C:5]3[O:9][C:8]([CH3:11])([CH3:10])[CH:7]([C:12]4[CH:17]=[CH:16][C:15]([CH3:18])=[CH:14][CH:13]=4)[C:6]=3[C:19]=2[CH3:20])[CH3:30])[CH:28]=[CH:27][CH:26]=[CH:25][CH:24]=1 |f:4.5.6,^1:31|. Reported procedure: Under a nitrogen atmosphere, to toluene (10 mL) were added 5-bromo-2,2,4,6,7-pentamethyl-3-(4-methylphenyl)-2,3-dihydro-1-benzofuran (2 g) and (R)-(+)-1-phenylethylamine (0.94 g), then palladium acetate (5 mg) and (S)-(−)-2,2′-bis(diphenylphosphino)-1,1′-dinaphthyl (41.6 mg), and further sodium tert-botoxide (0.86 g). The mixture was stirred at 107° C. for 7 hours. Diluted hydrochloric acid was added to the reaction solution. The organic layer was separated and washed with a 10% aqueous solution... Starting materials: CC(=O)N1CCC(C(=O)O)CC1, CN(C(=O)c1cc(C(F)(F)F)cc(C(F)(F)F)c1)C1CCNCC1c1ccc(Cl)cc1, Cl. Yields the product CC(=O)N1CCC(C(=O)N2CCC(N(C)C(=O)c3cc(C(F)(F)F)cc(C(F)(F)F)c3)C(c3ccc(Cl)cc3)C2)CC1. Reaction SMILES: [C:33]([CH3:34])(=[O:35])[N:36]1[CH2:37][CH2:38][CH:39]([C:42](=[O:43])[OH:44])[CH2:40][CH2:41]1.[Cl:2][c:3]1[cH:4][cH:5][c:6]([CH:9]2[CH2:10][NH:11][CH2:12][CH2:13][CH:14]2[N:15]([C:16]([c:17]2[cH:18][c:19]([C:27]([F:28])([F:29])[F:30])[cH:20][c:21]([C:23]([F:24])([F:25])[F:26])[cH:22]2)=[O:31])[CH3:32])[cH:7][cH:8]1.[ClH:1]>>[Cl:2][c:3]1[cH:4][cH:5][c:6]([CH:9]2[CH2:10][N:11]([C:42]([CH:39]3[CH2:38][CH2:37][N:36]([C:33]([CH3:34])=[O:35])[CH2:41][CH2:40]3)=[O:43])[CH2:12][CH2:13][CH:14]2[N:15]([C:16]([c:17]2[cH:18][c:19]([C:27]([F:28])([F:29])[F:30])[cH:20][c:21]([C:23]([F:24])([F:25])[F:26])[cH:22]2)=[O:31])[CH3:32])[cH:7][cH:8]1.